This data is from the Open Reaction Database (ORD), a public repository of structured organic reaction records. The task is: describe an organic reaction: reactants, conditions, products, and yield Reactants: CC(=O)OC(C)C(=O)N1c2ccccc2C(C)CC1(C)C, CC(=O)[O-], CC(=O)O, N, O, O=S(=O)(O)O. Yields the product CC1CC(C)(C)c2cccc(N)c21. As a reaction SMILES: [C:5]([O:6][CH:7]([CH3:8])[C:9](=[O:10])[N:12]1[C:13]([CH3:23])([CH3:24])[CH2:14][CH:15]([CH3:22])[c:16]2[cH:17][cH:18][cH:19][cH:20][c:21]21)(=[O:11])[CH3:25].[CH3:1][C:2](=[O:3])[O-:4].[CH3:32][C:33](=[O:34])[OH:35].[NH3:31].[OH2:36].[S:26](=[O:27])(=[O:28])([OH:29])[OH:30]>>[NH2:12][c:21]1[c:16]2[c:17]([cH:18][cH:19][cH:20]1)[C:13]([CH3:23])([CH3:24])[CH2:14][CH:15]2[CH3:22].